This data is from the Open Reaction Database (ORD), a public repository of structured organic reaction records. The task is: describe an organic reaction: reactants, conditions, products, and yield Starting materials: ClC1=C(N)C(=CC=C1)Cl (2,6-dichloroaniline), ice, O (water), [S-]C#N.[NH4+] (ammonium thiocyanate), C(C1=CC=CC=C1)(=O)Cl (benzoyl chloride). Solvent: CC(=O)C (acetone), CC(=O)C (acetone). Yields the product ClC1=C(C(=CC=C1)Cl)NC(=S)NC(C1=CC=CC=C1)=O (1-(2,6-dichlorophenyl)-3-benzoylthiourea). Reaction SMILES: [S-:1][C:2]#[N:3].[NH4+].[C:5](Cl)(=[O:12])[C:6]1[CH:11]=[CH:10][CH:9]=[CH:8][CH:7]=1.[Cl:14][C:15]1[CH:21]=[CH:20][CH:19]=[C:18]([Cl:22])[C:16]=1[NH2:17].O>CC(C)=O>[Cl:14][C:15]1[CH:21]=[CH:20][CH:19]=[C:18]([Cl:22])[C:16]=1[NH:17][C:2]([NH:3][C:5](=[O:12])[C:6]1[CH:11]=[CH:10][CH:9]=[CH:8][CH:7]=1)=[S:1] |f:0.1|. Procedure details: To 51.8 g. (0.68 mole) of ammonium thiocyanate in 300 ml acetone is added 86.8 g (0.62 mole) of benzoyl chloride. The reaction mixture is refluxed for about 5 min. and then 100 g (0.62 mole) of 2,6-dichloroaniline in 200 ml acetone is added at a rate to maintain reflux. The mixture is refluxed for 11/2 hours, cooled, poured into 11/2 liters of ice and water, filtered to obtain 1-(2,6-dichlorophenyl)-3-benzoylthiourea. Starting materials: O=C(CC(F)(F)F)c1cccc([N+](=O)[O-])c1, NN, C1CCOC1, O. Product: NN=C(CC(F)(F)F)c1cccc([N+](=O)[O-])c1. As a reaction SMILES: [F:1][C:2]([CH2:3][C:4](=[O:5])[c:6]1[cH:7][c:8]([N+:12](=[O:13])[O-:14])[cH:9][cH:10][cH:11]1)([F:15])[F:16].[NH2:18][NH2:19].[O:20]1[CH2:21][CH2:22][CH2:23][CH2:24]1.[OH2:17]>>[F:1][C:2]([CH2:3][C:4]([c:6]1[cH:7][c:8]([N+:12](=[O:13])[O-:14])[cH:9][cH:10][cH:11]1)=[N:18][NH2:19])([F:15])[F:16].